Task: describe an organic reaction: reactants, conditions, products, and yield. Dataset: the Open Reaction Database (ORD), a public repository of structured organic reaction records Starting materials: CC(=O)c1c(OCc2ccccc2)ccc(Oc2c(C)cc([N+](=O)[O-])c3c2CCC3)c1OCc1ccccc1, CSC, ClCCl, O=C(O)C(F)(F)F, O. The product is CC(=O)c1c(OCc2ccccc2)ccc(Oc2c(C)cc([N+](=O)[O-])c3c2CCC3)c1O. Reaction SMILES: [CH2:1]([c:2]1[cH:3][cH:4][cH:5][cH:6][cH:7]1)[O:8][c:9]1[c:10]([C:37]([CH3:38])=[O:39])[c:11]([O:29][CH2:30][c:31]2[cH:32][cH:33][cH:34][cH:35][cH:36]2)[cH:12][cH:13][c:14]1[O:15][c:16]1[c:17]2[c:21]([c:22]([N+:26](=[O:27])[O-:28])[cH:23][c:24]1[CH3:25])[CH2:20][CH2:19][CH2:18]2.[CH3:40][S:41][CH3:42].[Cl:51][CH2:52][Cl:53].[F:44][C:45]([F:46])([F:47])[C:48]([OH:49])=[O:50].[OH2:43]>>[OH:8][c:9]1[c:10]([C:37]([CH3:38])=[O:39])[c:11]([O:29][CH2:30][c:31]2[cH:32][cH:33][cH:34][cH:35][cH:36]2)[cH:12][cH:13][c:14]1[O:15][c:16]1[c:17]2[c:21]([c:22]([N+:26](=[O:27])[O-:28])[cH:23][c:24]1[CH3:25])[CH2:20][CH2:19][CH2:18]2.